This data is from the Open Reaction Database (ORD), a public repository of structured organic reaction records. The task is: describe an organic reaction: reactants, conditions, products, and yield Reactants: C(C)(C)(C)N1CC2=CN=C(C=C2CC1)C=1C=NC(=NC1)C1CC1 (2-tert-butyl-6-(2-cyclopropylpyrimidin-5-yl)-1,2,3,4-tetrahydro-2,7-naphthyridine), ClC(=O)OC(C)Cl (1-chloroethyl chloroformate), [Cl-].[Ca+2].[Cl-] (calcium chloride). Solvent: C1(=CC=CC=C1)C (toluene). Conditions: time 20 minute. Product: Cl.C1(CC1)C1=NC=C(C=N1)C=1C=C2CCNCC2=CN1 (6-(2-Cyclopropylpyrimidin-5-yl)-1,2,3,4-tetrahydro-2,7-naphthridine hydrochloride). Yield: 106.6%. As a reaction SMILES: C([N:5]1[CH2:14][CH2:13][C:12]2[C:7](=[CH:8][N:9]=[C:10]([C:15]3[CH:16]=[N:17][C:18]([CH:21]4[CH2:23][CH2:22]4)=[N:19][CH:20]=3)[CH:11]=2)[CH2:6]1)(C)(C)C.[Cl:24]C(OC(Cl)C)=O.[Cl-].[Ca+2].[Cl-]>C1(C)C=CC=CC=1>[ClH:24].[CH:21]1([C:18]2[N:19]=[CH:20][C:15]([C:10]3[CH:11]=[C:12]4[C:7](=[CH:8][N:9]=3)[CH2:6][NH:5][CH2:14][CH2:13]4)=[CH:16][N:17]=2)[CH2:23][CH2:22]1 |f:2.3.4,6.7|. Procedure details: A mixture of 2-tert-butyl-6-(2-cyclopropylpyrimidin-5-yl)-1,2,3,4-tetrahydro-2,7-naphthyridine (0.12 g, 0.39 mmol), 1-chloroethyl chloroformate (1.0 mL, 5.8 mmol) and toluene (10 mL) was refluxed for 4 h under protection from moisture (calcium chloride tube). After concentration to dryness, the dark residue was taken up in MeOH (10 mL) and refluxed for 3 h more. Charcoal (1 g) was added and refluxing continued for 20 minutes. Then the mixture was filtered through Celite and the clear filtrate wa... As a reaction SMILES: [OH:1][CH2:2][C:3]1[O:7][C:6]([CH2:8][OH:9])=[CH:5][CH:4]=1.[H][H]>[Ni].C(O)C>[OH:9][CH2:8][CH:6]1[O:7][CH:3]([CH2:2][OH:1])[CH2:4][CH2:5]1. Run in C(C)O (ethanol). The reagents and catalysts are [Ni] (Raney nickel). Starting materials: OCC1=CC=C(O1)CO ((5-hydroxymethylfuran-2-yl)methanol), [H][H] (hydrogen). The product is OCC1CCC(O1)CO ((5-hydroxymethyltetrahydrofuran-2-yl)methanol). Procedure details: Raney nickel [ethanol was added three times to 50% commercial aqueous Raney nickel suspension (5 mL) from Acros, and decanted] was added to a solution of (5-hydroxymethylfuran-2-yl)methanol (RK-325) (3.46 g, 27 mmol) in absolute ethanol (100 mL), and hydrogenated overnight at room temperature and at a pressure of 2 bar (hydrogen consumption 61 mmol). The reaction mixture was filtered and the filtrate was concentrated under vacuum. RXN SMILES: [N+:1]([C:4]1[CH:57]=[CH:56][C:7]([CH2:8][O:9][C:10]([N:12]=[C:13]([NH:42][C:43]([O:45][CH2:46][C:47]2[CH:52]=[CH:51][C:50]([N+:53]([O-:55])=[O:54])=[CH:49][CH:48]=2)=[O:44])[NH:14][CH2:15][C:16]([NH:18][C@H:19]2[CH2:23][CH2:22][N:21]([C:24]([C@@H:26]3[CH2:30][C@H:29]([S:31]CC4C=CC(OC)=CC=4)[CH2:28][N:27]3[CH3:41])=[O:25])[CH2:20]2)=[O:17])=[O:11])=[CH:6][CH:5]=1)([O-:3])=[O:2].FC(F)(F)S(O)(=O)=O.CCOCC>FC(F)(F)C(O)=O.C1(OC)C=CC=CC=1>[N+:1]([C:4]1[CH:57]=[CH:56][C:7]([CH2:8][O:9][C:10]([N:12]=[C:13]([NH:42][C:43]([O:45][CH2:46][C:47]2[CH:52]=[CH:51][C:50]([N+:53]([O-:55])=[O:54])=[CH:49][CH:48]=2)=[O:44])[NH:14][CH2:15][C:16]([NH:18][C@H:19]2[CH2:23][CH2:22][N:21]([C:24]([C@@H:26]3[CH2:30][C@H:29]([SH:31])[CH2:28][N:27]3[CH3:41])=[O:25])[CH2:20]2)=[O:17])=[O:11])=[CH:6][CH:5]=1)([O-:3])=[O:2]. The solvent is FC(C(=O)O)(F)F (trifluoroacetic acid), C1(=CC=CC=C1)OC (anisole). Starting materials: [N+](=O)([O-])C1=CC=C(COC(=O)N=C(NCC(=O)N[C@@H]2CN(CC2)C(=O)[C@H]2N(C[C@H](C2)SCC2=CC=C(C=C2)OC)C)NC(=O)OCC2=CC=C(C=C2)[N+](=O)[O-])C=C1 ((2S,4S)-2-[(3S)-3-[2-[2,3-bis(4-nitrobenzyloxycarbonyl)guanidino]acetylamino]pyrrolidin-1-ylcarbonyl]-4-(4-methoxybenzylthio)-1-methylpyrrolidine), CCOCC (ether), FC(S(=O)(=O)O)(F)F (trifluoromethanesulfonic acid). Product: [N+](=O)([O-])C1=CC=C(COC(=O)N=C(NCC(=O)N[C@@H]2CN(CC2)C(=O)[C@H]2N(C[C@H](C2)S)C)NC(=O)OCC2=CC=C(C=C2)[N+](=O)[O-])C=C1 ((2S,4S)-2-[(3S)-3-[2-[2,3-bis(4-nitrobenzyloxycarbonyl)guanidino]acetylamino]pyrrolidin-1-ylcarbonyl]-4-mercapto-1-methylpyrrolidine). The yield is 63.7%. Procedure details: 2.99 g of (2S,4S)-2-[(3S)-3-[2-[2,3-bis(4-nitrobenzyloxycarbonyl)guanidino]acetylanino]pyrrolidin-1-ylcarbonyl]-4-(4-methoxybenzylthio)-1-methylpyrrolidine [prepared as described in step (1) above] were dissolved in a mixture of 21 ml of trifluoroacetic acid and 4.1 ml of anisole, and then 1.15 ml of trifluoromethanesulfonic acid were added dropwise, whilst stirring and ice-cooling, to the resulting solution. The reaction mixture was stirred for 20 minutes at room temperature, after which the mi... The reactants are ClC1=C(C(=CC(=C1)C=1OC=CC1)Cl)O (2,6-dichloro-4-(2-furanyl)phenol), BrCCCCCC1=CC(=NO1)C (5-(5-bromopentyl)-3-methylisoxazole). The product is ClC1=C(OCCCCCC2=CC(=NO2)C)C(=CC(=C1)C=1OC=CC1)Cl (5-{5-[2,6-Dichloro-4-(2-furanyl)phenoxy]pentyl}-3-methylisoxazole). The yield is 40.0%. Reaction SMILES: [Cl:1][C:2]1[CH:7]=[C:6]([C:8]2[O:9][CH:10]=[CH:11][CH:12]=2)[CH:5]=[C:4]([Cl:13])[C:3]=1[OH:14].Br[CH2:16][CH2:17][CH2:18][CH2:19][CH2:20][C:21]1[O:25][N:24]=[C:23]([CH3:26])[CH:22]=1>>[Cl:13][C:4]1[CH:5]=[C:6]([C:8]2[O:9][CH:10]=[CH:11][CH:12]=2)[CH:7]=[C:2]([Cl:1])[C:3]=1[O:14][CH2:16][CH2:17][CH2:18][CH2:19][CH2:20][C:21]1[O:25][N:24]=[C:23]([CH3:26])[CH:22]=1. Reported procedure: 5-{5-[2,6-Dichloro-4-(2-furanyl)phenoxy]pentyl}-3-methylisoxazole [II; R1 and R2 =Cl, Het=2-furanyl] was prepared from 2,6-dichloro-4-(2-furanyl)phenol and 5-(5-bromopentyl)-3-methylisoxazole according to the procedure of Example 1(c), and was obtained in about 40% yield as a pale-yellow oil which could be caused to crystallize from isopropyl acetate-hexane as a pale-yellow solid, m.p. 29-30° C.